From a dataset of the Open Reaction Database (ORD), a public repository of structured organic reaction records. describe an organic reaction: reactants, conditions, products, and yield Starting materials: [Si](C1=CC=CC=C1)(C1=CC=CC=C1)(C(C)(C)C)OCC1=CC=C(C(=C1N1C[C@H](O[C@H](C1)C)C)F)F ((2R,6S)-4-[6-({[tert-Butyl(diphenyl)silyl]oxy}methyl)-2,3-difluorophenyl]-2,6-dimethylmorpholine), [Si](C1=CC=CC=C1)(C1=CC=CC=C1)(C(C)(C)C)OCC1=CC=C(C(=C1N1C[C@H](O[C@H](C1)C)C)F)F ((2R,6S)-4-[6-({[tert-Butyl(diphenyl)silyl]oxy}methyl)-2,3-difluorophenyl]-2,6-dimethylmorpholine), CON(C(=O)C1=C(N=NS1)C)C (N-methoxy-N,4-dimethyl-1,2,3-thiadiazole-5-carboxamide). Product: [Si](C1=CC=CC=C1)(C1=CC=CC=C1)(C(C)(C)C)OCC=1C(=C(C(=C(C1)C(=O)C1=C(N=NS1)C)F)F)N1C[C@H](O[C@H](C1)C)C ({5-({[tert-butyl(diphenyl)silyl]oxy}methyl)-4-[(2R,6S)-2,6-dimethylmorpholin-4-yl]-2,3-difluorophenyl}(4-methyl-1,2,3-thiadiazol-5-yl)methanone). RXN SMILES: [Si:1]([O:18][CH2:19][C:20]1[C:25]([N:26]2[CH2:31][C@H:30]([CH3:32])[O:29][C@H:28]([CH3:33])[CH2:27]2)=[C:24]([F:34])[C:23]([F:35])=[CH:22][CH:21]=1)([C:14]([CH3:17])([CH3:16])[CH3:15])([C:8]1[CH:13]=[CH:12][CH:11]=[CH:10][CH:9]=1)[C:2]1[CH:7]=[CH:6][CH:5]=[CH:4][CH:3]=1.CON(C)[C:39]([C:41]1[S:45][N:44]=[N:43][C:42]=1[CH3:46])=[O:40]>>[Si:1]([O:18][CH2:19][C:20]1[C:25]([N:26]2[CH2:31][C@H:30]([CH3:32])[O:29][C@H:28]([CH3:33])[CH2:27]2)=[C:24]([F:34])[C:23]([F:35])=[C:22]([C:39]([C:41]2[S:45][N:44]=[N:43][C:42]=2[CH3:46])=[O:40])[CH:21]=1)([C:14]([CH3:16])([CH3:17])[CH3:15])([C:2]1[CH:7]=[CH:6][CH:5]=[CH:4][CH:3]=1)[C:8]1[CH:13]=[CH:12][CH:11]=[CH:10][CH:9]=1. Procedure: Starting materials: (2R,6S)-4-[6-({[tert-butyl(diphenyl)silyl]oxy}methyl)-2,3-difluorophenyl]-2,6-dimethylmorpholine (Intermediate 3) and N-methoxy-N,4-dimethyl-1,2,3-thiadiazole-5-carboxamide The reactants are OC=1C=C(C(=O)OC)C=C(C1)OCC1=CC=CC=C1 (3-Hydroxy-5-[phenylmethoxy]benzoic acid, methyl ester), COCCBr (2-bromoethyl methyl ether). Product: COCCOC=1C=C(C(=O)OC)C=C(C1)OCC1=CC=CC=C1 (3-[2-Methoxyethoxy]-5-[phenylmethoxy]benzoic acid, methyl ester). Reaction SMILES: [OH:1][C:2]1[CH:3]=[C:4]([CH:9]=[C:10]([O:12][CH2:13][C:14]2[CH:19]=[CH:18][CH:17]=[CH:16][CH:15]=2)[CH:11]=1)[C:5]([O:7][CH3:8])=[O:6].[CH3:20][O:21][CH2:22][CH2:23]Br>>[CH3:20][O:21][CH2:22][CH2:23][O:1][C:2]1[CH:3]=[C:4]([CH:9]=[C:10]([O:12][CH2:13][C:14]2[CH:19]=[CH:18][CH:17]=[CH:16][CH:15]=2)[CH:11]=1)[C:5]([O:7][CH3:8])=[O:6]. Procedure details: The subtitle compound was prepared from the product of step (i) (2.31 g) and 2-bromoethyl methyl ether 90.92 ml) by the method of example 11 step (i). Yield 2.74 g. Reactants: COCCOCCO (2-(2-methoxyethoxy)ethanol), C(OC)(OC)=O (dimethyl carbonate), C[O-].[Na+] (sodium methoxide), COCCOCCO (2-(2-methoxyethoxy)ethanol). Reaction conditions: temperature 84 celsius. Product: C(OC)(OCCOCCOC)=O (Methyl 2-(2-Methoxyethoxy)ethyl Carbonate). Yield: 90.0%. As a reaction SMILES: [CH3:1][O:2][CH2:3][CH2:4][O:5][CH2:6]CO.[C:9](=[O:14])([O:12][CH3:13])[O:10][CH3:11].C[O-].[Na+]>>[C:9](=[O:14])([O:12][CH2:13][CH2:1][O:2][CH2:3][CH2:4][O:5][CH3:6])[O:10][CH3:11] |f:2.3|. Procedure: A total of 144.2 grams (1.2 mol) of 2-(2-methoxyethoxy)ethanol, 400 grams (4.4 mol) of dimethyl carbonate and 3 grams (0.05 mol) of sodium methoxide were combined in a 1-liter 3-neck round bottom flask equipped with a 14 inch distillation column, distillation head, and magnetic stirbar. The system was evacuated and purged three times with nitrogen using a Firestone valve, and left under a constant nitrogen atmosphere. After a period of 1.5 hours at reflux (kettle temperature 84° C.), methanol (b... Starting materials: C12C(C3CC(CC(C1)C3)C2)N2C(NC(=C2)CC(F)(F)F)=O (1-adamantan-2-yl-4-(2,2,2-trifluoro-ethyl)-1,3-dihydro-imidazol-2-one), IC (iodomethane). Product: C12C(C3CC(CC(C1)C3)C2)N2C(N(C(=C2)CC(F)(F)F)C)=O (1-Adamantan-2-yl-3-methyl-4-(2,2,2-trifluoro-ethyl)-1,3-dihydro-imidazol-2-one), solid. RXN SMILES: [CH:1]12[CH2:10][CH:5]3[CH2:6][CH:7]([CH2:9][CH:3]([CH2:4]3)[CH:2]1[N:11]1[CH:15]=[C:14]([CH2:16][C:17]([F:20])([F:19])[F:18])[NH:13][C:12]1=[O:21])[CH2:8]2.I[CH3:23]>>[CH:1]12[CH2:8][CH:7]3[CH2:6][CH:5]([CH2:4][CH:3]([CH2:9]3)[CH:2]1[N:11]1[CH:15]=[C:14]([CH2:16][C:17]([F:20])([F:18])[F:19])[N:13]([CH3:23])[C:12]1=[O:21])[CH2:10]2. Procedure: This material was obtained in analogy to the procedure outlined in example 23 from 1-adamantan-2-yl-4-(2,2,2-trifluoro-ethyl)-1,3-dihydro-imidazol-2-one (obtained in example 16, 100 mg) by alkylation with iodomethane (71 mg). 1-Adamantan-2-yl-3-methyl-4-(2,2,2-trifluoro-ethyl)-1,3-dihydro-imidazol-2-one was obtained as a light yellow solid (72 mg). MS (EI): 314.2 (M+). The reactants are C(C)OC1=CC=C(C=C1)C(COCC1=CC(=CC=C1)OC1=CC=CC=C1)(C)C (3-phenoxybenzyl 2-(4-ethoxyphenyl)-2-methylpropyl ether), BrC=1C=C(C=CC1OCC)C(COCC1=CC(=CC=C1)OC1=CC=CC=C1)(C)C (3-phenoxybenzyl 2-(3-bromo-4-ethoxyphenyl)-2-methylpropyl ether). Solvent: C1=CC=CC=C1 (benzene). Conditions: temperature 50 celsius. Product: O(C1=CC=CC=C1)C=1C=C(C=CC1)C (3-phenoxytoluene), C(C)OC1=CC=C(C(CO)(C)C)C=C1 (4-ethoxyneophyl alcohol). Reaction SMILES: [CH2:1]([O:3][C:4]1[CH:9]=[CH:8][C:7]([C:10]([CH3:28])([CH3:27])[CH2:11][O:12][CH2:13][C:14]2[CH:19]=[CH:18][CH:17]=[C:16]([O:20][C:21]3[CH:26]=[CH:25][CH:24]=[CH:23][CH:22]=3)[CH:15]=2)=[CH:6][CH:5]=1)[CH3:2].BrC1C=C(C(C)(C)COCC2C=CC=C(OC3C=CC=CC=3)C=2)C=CC=1OCC>C1C=CC=CC=1>[O:20]([C:16]1[CH:15]=[C:14]([CH3:13])[CH:19]=[CH:18][CH:17]=1)[C:21]1[CH:22]=[CH:23][CH:24]=[CH:25][CH:26]=1.[CH2:1]([O:3][C:4]1[CH:9]=[CH:8][C:7]([C:10]([CH3:27])([CH3:28])[CH2:11][OH:12])=[CH:6][CH:5]=1)[CH3:2]. Reported procedure: The reaction mixture was cooled to 50° C. and the residual pressure was released, and 70 ml of benzene was added into the autoclave to dissolve the oil layer. The catalyst was removed by filtration, and the filtrate was allowed to stand still to cause phase separation to give a benzene layer. Then, the benzene layer was washed with 100 ml of water three times, and benzene was removed by distillation under reduced pressure to give an oily product. From the results of the analysis of oil product b... The reactants are ClCCCl, CN(C)C=O, O=C(O)Cc1ccccc1, On1nnc2ccccc21, NCc1cc(-c2ccco2)on1. Yields the product O=C(Cc1ccccc1)NCc1cc(-c2ccco2)on1. Reaction SMILES: [CH2:33]([Cl:34])[CH2:35][Cl:36].[O:37]=[CH:38][N:39]([CH3:40])[CH3:41].[OH:1][C:2](=[O:3])[CH2:4][c:5]1[cH:6][cH:7][cH:8][cH:9][cH:10]1.[OH:23][n:24]1[c:25]2[c:26]([cH:27][cH:28][cH:29][cH:30]2)[n:31][n:32]1.[o:11]1[c:12](-[c:16]2[cH:17][c:18]([CH2:21][NH2:22])[n:19][o:20]2)[cH:13][cH:14][cH:15]1>>[C:2](=[O:3])([CH2:4][c:5]1[cH:6][cH:7][cH:8][cH:9][cH:10]1)[NH:22][CH2:21][c:18]1[cH:17][c:16](-[c:12]2[o:11][cH:15][cH:14][cH:13]2)[o:20][n:19]1. Starting materials: COC(=O)c1ccccc1, CSc1nccc(C)n1, CC(C)(C)[O-], Cl, [K+], C1CCOC1. Yields the product CSc1nccc(CC(=O)c2ccccc2)n1. Reaction SMILES: [C:10]([c:11]1[cH:12][cH:13][cH:14][cH:15][cH:16]1)(=[O:17])[O:18][CH3:19].[CH3:1][c:2]1[n:3][c:4]([S:8][CH3:9])[n:5][cH:6][cH:7]1.[CH3:20][C:21]([CH3:22])([O-:23])[CH3:24].[ClH:26].[K+:25].[O:27]1[CH2:28][CH2:29][CH2:30][CH2:31]1>>[CH2:1]([c:2]1[n:3][c:4]([S:8][CH3:9])[n:5][cH:6][cH:7]1)[C:10]([c:11]1[cH:12][cH:13][cH:14][cH:15][cH:16]1)=[O:17].